From a dataset of the Open Reaction Database (ORD), a public repository of structured organic reaction records. describe an organic reaction: reactants, conditions, products, and yield The reactants are COC(=O)C1(SC=CN1)N (2-aminothiazole-2-carboxylic acid methyl ester), ClCCN(C(C1=C(C=CC=C1)C(F)(F)F)=O)CCCl (N,N-bis(2-chloroethyl)-2-trifluoromethylbenzamide), C(=O)([O-])[O-].[K+].[K+] (K2CO3), [Na+].[I-] (NaI), COCCOC (1,2-dimethoxyethane). Yields the product COC(=O)C1=CN=C(S1)N1CCN(CC1)C(C1=C(C=CC=C1)C(F)(F)F)=O (2-[4-(2-trifluoromethylbenzoyl)piperazin-1-yl]thiazole-5-carboxylic acid methyl ester). Reaction SMILES: COC([C:5]1([NH2:10])[NH:9][CH:8]=[CH:7][S:6]1)=O.Cl[CH2:12][CH2:13][N:14]([CH2:27][CH2:28]Cl)[C:15](=[O:26])[C:16]1[CH:21]=[CH:20][CH:19]=[CH:18][C:17]=1[C:22]([F:25])([F:24])[F:23].[C:30]([O-:33])([O-])=[O:31].[K+].[K+].[Na+].[I-].[CH3:38]OCCOC>>[CH3:38][O:33][C:30]([C:7]1[S:6][C:5]([N:10]2[CH2:28][CH2:27][N:14]([C:15](=[O:26])[C:16]3[CH:21]=[CH:20][CH:19]=[CH:18][C:17]=3[C:22]([F:25])([F:24])[F:23])[CH2:13][CH2:12]2)=[N:9][CH:8]=1)=[O:31] |f:2.3.4,5.6|. Procedure details: A reaction mixture of 2-aminothiazole-2-carboxylic acid methyl ester (0.790 g, 5.0 mmol), N,N-bis(2-chloroethyl)-2-trifluoromethylbenzamide (1.880 g, 6 mmol), K2CO3 (1.0 g, 7.2 mmol), and NaI (0.2 g) in 1,2-dimethoxyethane (20 mL) was heated to reflux for 24 hours. The solvent was removed by evaporation, and the residue was dissolved in ethyl acetate, washed with water and brine, dried over anhydrous Na2SO4 and concentrated. The residue was purified by column chromatography to give 2-[4-(2-trifl... Starting materials: CCCc1cc(NC(=O)OC(C)(C)C)c(NC(=O)CC(=O)c2cccc(-c3ccc(C4CC4)nc3)c2)cc1C(F)(F)F, ClCCl, O=C(O)C(F)(F)F. The product is CCCc1cc2c(cc1C(F)(F)F)NC(=O)CC(c1cccc(-c3ccc(C4CC4)nc3)c1)=N2. As a reaction SMILES: [C:1]([O:2][C:3](=[O:4])[NH:7][c:8]1[c:9]([NH:21][C:22]([CH2:23][C:24](=[O:5])[c:26]2[cH:27][c:28](-[c:32]3[cH:33][n:34][c:35]([CH:38]4[CH2:39][CH2:40]4)[cH:36][cH:37]3)[cH:29][cH:30][cH:31]2)=[O:41])[cH:10][c:11]([C:17]([F:18])([F:19])[F:20])[c:12]([CH2:14][CH2:15][CH3:16])[cH:13]1)([CH3:6])([CH3:25])[CH3:42].[Cl:50][CH2:51][Cl:52].[F:43][C:44]([F:45])([F:46])[C:47]([OH:48])=[O:49]>>[N:7]1=[C:24]([c:26]2[cH:27][c:28](-[c:32]3[cH:33][n:34][c:35]([CH:38]4[CH2:39][CH2:40]4)[cH:36][cH:37]3)[cH:29][cH:30][cH:31]2)[CH2:23][C:22](=[O:41])[NH:21][c:9]2[c:8]1[cH:13][c:12]([CH2:14][CH2:15][CH3:16])[c:11]([C:17]([F:18])([F:19])[F:20])[cH:10]2. Starting materials: BrC1=CC=2CC3=CC=CC=C3C2C=C1 (2-bromofluorene), S(O)(O)(=O)=O (sulfuric acid), II (iodine), I(=O)(O)(O)(O)(O)O (orthoperiodic acid). The solvent is O (water), C(C)(=O)O (acetic acid), O (water). Run at temperature 60 celsius. Yields the product BrC1=CC=2CC3=CC(=CC=C3C2C=C1)I (2-bromo-7-iodofluorene). The yield is 333.6%. Reaction SMILES: [Br:1][C:2]1[CH:14]=[CH:13][C:12]2[C:11]3[C:6](=[CH:7][CH:8]=[CH:9][CH:10]=3)[CH2:5][C:4]=2[CH:3]=1.II.[I:17](O)(O)(O)(O)(O)=O.S(=O)(=O)(O)O>O.C(O)(=O)C>[Br:1][C:2]1[CH:14]=[CH:13][C:12]2[C:11]3[C:6](=[CH:7][C:8]([I:17])=[CH:9][CH:10]=3)[CH2:5][C:4]=2[CH:3]=1. Reported procedure: Charged were 2-bromofluorene 25.0 g, iodine 11.5 g, orthoperiodic acid 4.88 g, acetic acid 150 ml, conc. sulfuric acid 3 ml and water 10 ml, and the mixture was heated at 60° C. for 30 minutes while stirring. Further, the temperature was elevated up to 90° C., and the mixture was heated for 3 hours while stirring. The reaction solution was left cooling down to room temperature and poured into 500 ml of water. The precipitate formed was filtered and washed with ethanol and water. The solid matter... The reactants are CN(C)C=O, Cc1cc(O)ccc1Cl, COC(=O)c1cc(F)ccc1[N+](=O)[O-], [H-], [Na+], [Na], Oc1ccccc1. Product: COC(=O)c1cc(Oc2ccc(Cl)c(C)c2)ccc1[N+](=O)[O-]. Reaction SMILES: [CH3:34][N:35]([CH3:36])[CH:37]=[O:38].[Cl:16][c:17]1[c:18]([CH3:24])[cH:19][c:20]([OH:23])[cH:21][cH:22]1.[F:1][c:2]1[cH:3][cH:4][c:5]([N+:12](=[O:13])[O-:14])[c:6]([C:7](=[O:8])[O:9][CH3:10])[cH:11]1.[H-:25].[Na+:26].[Na:15].[OH:27][c:28]1[cH:29][cH:30][cH:31][cH:32][cH:33]1>>[c:2]1([O:23][c:20]2[cH:19][c:18]([CH3:24])[c:17]([Cl:16])[cH:22][cH:21]2)[cH:3][cH:4][c:5]([N+:12](=[O:13])[O-:14])[c:6]([C:7](=[O:8])[O:9][CH3:10])[cH:11]1.